Dataset: the Open Reaction Database (ORD), a public repository of structured organic reaction records. Task: describe an organic reaction: reactants, conditions, products, and yield The reactants are CC(C)(C)OC(=O)N1CC(OCc2ccc(F)cc2)C2C1CCN2C(=O)OCc1ccccc1, CO. Product: CC(C)(C)OC(=O)N1CC(OCc2ccc(F)cc2)C2NCCC21. As a reaction SMILES: [C:1]([CH3:2])([CH3:3])([CH3:4])[O:5][C:6](=[O:7])[N:8]1[CH:9]2[CH:10]([CH:11]([O:13][CH2:14][c:15]3[cH:16][cH:17][c:18]([F:21])[cH:19][cH:20]3)[CH2:12]1)[N:22]([C:25]([O:26][CH2:27][c:28]1[cH:29][cH:30][cH:31][cH:32][cH:33]1)=[O:34])[CH2:23][CH2:24]2.[CH3:35][OH:36]>>[C:1]([CH3:2])([CH3:3])([CH3:4])[O:5][C:6](=[O:7])[N:8]1[CH:9]2[CH:10]([CH:11]([O:13][CH2:14][c:15]3[cH:16][cH:17][c:18]([F:21])[cH:19][cH:20]3)[CH2:12]1)[NH:22][CH2:23][CH2:24]2. The reactants are [H][H] (hydrogen), [N+](=O)([O-])C1=C2COCC2=CC=C1 (1,3-dihydro-4-nitro-iso-benzofuran), Formula 18. The reagents and catalysts are [Pd] (palladium). The product is NC1=C2COCC2=CC=C1 (1,3-dihydro-4-amino-iso-benzofuran), Formula 19. Reaction SMILES: [N+:1]([C:4]1[CH:12]=[CH:11][CH:10]=[C:9]2[C:5]=1[CH2:6][O:7][CH2:8]2)([O-])=O.[H][H]>[Pd]>[NH2:1][C:4]1[CH:12]=[CH:11][CH:10]=[C:9]2[C:5]=1[CH2:6][O:7][CH2:8]2. Reported procedure: Nitration of the 1,3-dihydro-iso-benzofuran derivatives of Formula 17 provides the 1,3-dihydro-4-nitro-iso-benzofuran compounds of Formula 18. The nitro compounds of Formula 18 are reduced with hydrogen on a suitable catalyst, such as palladium, to give the 1,3-dihydro-4-amino-iso-benzofuran compounds of Formula 19. Starting materials: O[C@H](C(=O)OC)CC(C)C (methyl (2S)-2-hydroxy-4-methylpentanoate), ClC(C(OCC1=CC=CC=C1)=N)(Cl)Cl (benzyl 2,2,2-trichloroacetimidate), FC(F)(F)S(=O)(=O)O (trifluoromethylsulfonic acid). Run in C(Cl)Cl (CH2Cl2), C(Cl)Cl (CH2Cl2). Yields the product C(C1=CC=CC=C1)O[C@H](C(=O)OC)CC(C)C (methyl (2S)-2-benzoxy-4-methylpentanoate). Isolated yield 74.7%. As a reaction SMILES: [OH:1][C@@H:2]([CH2:7][CH:8]([CH3:10])[CH3:9])[C:3]([O:5][CH3:6])=[O:4].ClC(Cl)(Cl)C(=N)O[CH2:15][C:16]1[CH:21]=[CH:20][CH:19]=[CH:18][CH:17]=1.FC(S(O)(=O)=O)(F)F>C(Cl)Cl>[CH2:15]([O:1][C@@H:2]([CH2:7][CH:8]([CH3:10])[CH3:9])[C:3]([O:5][CH3:6])=[O:4])[C:16]1[CH:21]=[CH:20][CH:19]=[CH:18][CH:17]=1. Procedure details: To a stirred solution of methyl (2S)-2-hydroxy-4-methylpentanoate (0.5 g, 3.4 mmol) in anhydrous CH2Cl2 (10 mL) at R.T. under Ar was added benzyl 2,2,2-trichloroacetimidate (1.4 ml, 6.8 mmol) and trifluoromethylsulfonic acid (25 μl). After 30 min the reaction mixture was taken up in CH2Cl2 (20 mL). The organic layer was washed with sat. NaCl (2×10 mL), 1N HCl (2×10 mL), sat. NaCl (2×10 mL), dried (MgSO4), filtered and concentrated. Purification by flash chromatography on silica gel (EA:H; 1:10) ...